From a dataset of the Open Reaction Database (ORD), a public repository of structured organic reaction records. describe an organic reaction: reactants, conditions, products, and yield The reactants are CN (methylamine), C(\C=C\C)(=O)OCC (ethyl crotonate). The product is CNC(CC(=O)OCC)C (Ethyl 3-(N-methylamino)butanoate). Isolated yield 72.1%. As a reaction SMILES: [CH3:1][NH2:2].[C:3]([O:8][CH2:9][CH3:10])(=[O:7])/[CH:4]=[CH:5]/[CH3:6]>>[CH3:1][NH:2][CH:5]([CH3:6])[CH2:4][C:3]([O:8][CH2:9][CH3:10])=[O:7]. Reported procedure: A solution of 479.2 mL (0.958 mole) methylamine (2M in tetrahydrofuran) was added dropwise to 99.44 gm ethyl crotonate with stirring. After stirring 5 days at room temperature the reaction mixture was concentrated under reduced pressure to remove tetrahydrofuran. The residue was distilled to provide 91.25 gm (72%) of the desired product in 2 fractions. MS(FD): m/e=145 (M+); EA: Calculated for: C7H15NO2: Theory: C, 57.90; H, 10.41; N, 9.65. Found: C, 57.61; H, 10.66; N, 9.88.